Dataset: the Open Reaction Database (ORD), a public repository of structured organic reaction records. Task: describe an organic reaction: reactants, conditions, products, and yield The reactants are C(C)(C)N(C(C)C)CC (N,N-diisopropylethylamine), ClC(=O)OC (methyl chloroformate), NC1=C(C(=CC(=C1C1=CC(=CC=C1)F)C(C)=O)Cl)C (1-(6-amino-4-chloro-3′-fluoro-5-methylbiphenyl-2-yl)ethanone), ClC(=O)OC (methyl chloroformate). The reagents and catalysts are CN(C)C=1C=CN=CC1 (DMAP). The solvent is C(Cl)Cl (methylene chloride). Run at time 30 minute. The product is C(C)(=O)C1=CC(=C(C(=C1C1=CC(=CC=C1)F)N(C(=O)OC)C(=O)OC)C)Cl (Dimethyl (6-acetyl-4-chloro-3′-fluoro-3-methylbiphenyl-2-yl)imidodicarbonate). Isolated yield 79.1%. RXN SMILES: [NH2:1][C:2]1[C:7]([C:8]2[CH:13]=[CH:12][CH:11]=[C:10]([F:14])[CH:9]=2)=[C:6]([C:15](=[O:17])[CH3:16])[CH:5]=[C:4]([Cl:18])[C:3]=1[CH3:19].C(N(CC)C(C)C)(C)C.Cl[C:30]([O:32][CH3:33])=[O:31]>C(Cl)Cl.CN(C1C=CN=CC=1)C>[C:15]([C:6]1[C:7]([C:8]2[CH:13]=[CH:12][CH:11]=[C:10]([F:14])[CH:9]=2)=[C:2]([N:1]([C:30]([O:32][CH3:33])=[O:31])[C:30]([O:32][CH3:33])=[O:31])[C:3]([CH3:19])=[C:4]([Cl:18])[CH:5]=1)(=[O:17])[CH3:16]. Reported procedure: To a mixture of 1-(6-amino-4-chloro-3′-fluoro-5-methylbiphenyl-2-yl)ethanone (100 mg, 0.4 mmol) in methylene chloride (2 mL) was added N,N-diisopropylethylamine (0.094 mL, 0.54 mmol) followed by methyl chloroformate (0.033 mL, 0.43 mmol). The mixture was stirred at room temperature for 30 min. To the reaction mixture was added a catalytic amount of DMAP and another equivalent of methyl chloroformate. The reaction was stirred at room temperature over a weekend, quenched with water and extracted w... Reactants: CCCCCc1ccc(CNC(Cc2ccccc2)C(=O)N2CCN(Cc3ccccc3)CC2)cc1, O=C(O)C=Cc1ccccc1C(F)(F)F. Yields the product CCCCCc1ccc(CN(C(=O)C=Cc2ccccc2C(F)(F)F)C(Cc2ccccc2)C(=O)N2CCN(Cc3ccccc3)CC2)cc1. Reaction SMILES: [CH2:1]([c:2]1[cH:3][cH:4][cH:5][cH:6][cH:7]1)[N:8]1[CH2:9][CH2:10][N:11]([C:14]([CH:15]([CH2:16][c:17]2[cH:18][cH:19][cH:20][cH:21][cH:22]2)[NH:23][CH2:24][c:25]2[cH:26][cH:27][c:28]([CH2:31][CH2:32][CH2:33][CH2:34][CH3:35])[cH:29][cH:30]2)=[O:36])[CH2:12][CH2:13]1.[F:37][C:38]([c:39]1[c:40]([CH:41]=[CH:42][C:43](=[O:44])[OH:45])[cH:46][cH:47][cH:48][cH:49]1)([F:50])[F:51]>>[CH2:1]([c:2]1[cH:3][cH:4][cH:5][cH:6][cH:7]1)[N:8]1[CH2:9][CH2:10][N:11]([C:14]([CH:15]([CH2:16][c:17]2[cH:18][cH:19][cH:20][cH:21][cH:22]2)[N:23]([CH2:24][c:25]2[cH:26][cH:27][c:28]([CH2:31][CH2:32][CH2:33][CH2:34][CH3:35])[cH:29][cH:30]2)[C:43]([CH:42]=[CH:41][c:40]2[c:39]([C:38]([F:37])([F:50])[F:51])[cH:49][cH:48][cH:47][cH:46]2)=[O:44])=[O:36])[CH2:12][CH2:13]1. The reactants are [H][H] (hydrogen), O1CCC=C1 (2,3-dihydrofuran), O (water). Reagents/catalysts: [Re] (rhenium). The solvent is O1CCCC1 (tetrahydrofuran). The product is C1(CCCO1)=O (γ-butyrolactone), OCCCC=O (4-hydroxybutyraldehyde). Reaction SMILES: [O:1]1[CH:5]=[CH:4][CH2:3][CH2:2]1.[OH2:6].[H][H]>[Re].O1CCCC1>[C:2]1(=[O:6])[O:1][CH2:5][CH2:4][CH2:3]1.[OH:1][CH2:5][CH2:4][CH2:3][CH:2]=[O:6]. Reported procedure: In a manner similar to that described in Example 1 10 mL/h of 2,3-dihydrofuran and 8 mL/h of water were passed at 220° C. in a stream of carrier gas comprising 13 L/h of hydrogen over 47 g of the rhenium-on-activated charcoal catalyst described in Example 5 (reactor volume: 100 mL). At a conversion of 99.5%, γ-butyrolactone was formed with a selectivity of 98% (tetrahydrofuran: 0.3%; 4-hydroxybutyraldehyde: 0.5%; remainder: small amounts of various non-analyzed low-boiling fractions). Starting materials: C(=S)(N1C(C=CC=C1)=O)N1C(C=CC=C1)=O (1,1′-thiocarbonyldipyridin-2(1H)-one), N1=CC(=CC=C1)C1=CC(=NC=N1)N (6-(pyridin-3-yl)pyrimidin-4-amine). Run in ClCCl.CN(C=O)C (dichloromethane N,N-dimethylformamide). Conditions: temperature 60 celsius. Product: N(=C=S)C1=NC=NC(=C1)C=1C=NC=CC1 (4-Isothiocyanato-6-(pyridin-3-yl)pyrimidine). RXN SMILES: [C:1](N1C=CC=CC1=O)(N1C=CC=CC1=O)=[S:2].[N:17]1[CH:22]=[CH:21][CH:20]=[C:19]([C:23]2[N:28]=[CH:27][N:26]=[C:25]([NH2:29])[CH:24]=2)[CH:18]=1>ClCCl.CN(C)C=O>[N:29]([C:25]1[CH:24]=[C:23]([C:19]2[CH:18]=[N:17][CH:22]=[CH:21][CH:20]=2)[N:28]=[CH:27][N:26]=1)=[C:1]=[S:2] |f:2.3|. Procedure: To a solution of 1,1′-thiocarbonyldipyridin-2(1H)-one (0.682 g, 2.94 mmol) in dichloromethane/N,N-dimethylformamide at room temperature was added 6-(pyridin-3-yl)pyrimidin-4-amine (0.337 g, 1.957 mmol). The mixture was heated at 60° C. for 18 hours. LC/MS showed the desired product peak as the major peak. The deep orange mixture was purified by silica gel chromatography (1-40% ethyl acetate-hexanes) to afford 4-isothiocyanato-6-methoxypyrimidine (0.12 g, 0.56 mmol, 28.6% yield) as an orange oil. Run at time 4 hour. Reactants: BrCC1=CC=C(C=C1)CC(=O)OC (methyl 4-bromomethylphenylacetate), COC1=C(C=CC=C1)N1CCNCC1 (1-(2-methoxyphenyl)piperazine). Reported procedure: In triethylamine (3 ml)-dioxane (80 ml) were dissolved 2.4 g of methyl 4-bromomethylphenylacetate and 1.9 g of 1-(2-methoxyphenyl)piperazine and the solution was stirred at room temperature for 4 hours. The solvent was then distilled off and the residue was extracted with ethyl acetate. The extract was washed with water and dried over anhydrous sodium sulfate, and the solvent was distilled off. The residue was purified by column chromatography [silica gel, hexane-ethyl acetate=2:1] and the resul... Run in C(C)N(CC)CC (triethylamine), O1CCOCC1 (dioxane). Reaction SMILES: Br[CH2:2][C:3]1[CH:8]=[CH:7][C:6]([CH2:9][C:10]([O:12]C)=[O:11])=[CH:5][CH:4]=1.[CH3:14][O:15][C:16]1[CH:21]=[CH:20][CH:19]=[CH:18][C:17]=1[N:22]1[CH2:27][CH2:26][NH:25][CH2:24][CH2:23]1>C(N(CC)CC)C.O1CCOCC1>[CH3:14][O:15][C:16]1[CH:21]=[CH:20][CH:19]=[CH:18][C:17]=1[N:22]1[CH2:27][CH2:26][N:25]([CH2:2][C:3]2[CH:4]=[CH:5][C:6]([CH2:9][C:10]([OH:12])=[O:11])=[CH:7][CH:8]=2)[CH2:24][CH2:23]1. Yields the product COC1=C(C=CC=C1)N1CCN(CC1)CC1=CC=C(C=C1)CC(=O)O (4-[[4-(2-Methoxyphenyl)-1-piperazinyl]methyl]phenylacetic acid). Yield: 59.5%. Reactants: CN1CCOCC1, O=C(Cl)OC1CCCC1, ClCCl, COC(=O)c1ccc(CN2CCOc3ccc(N)cc32)c(OC)c1. The product is COC(=O)c1ccc(CN2CCOc3ccc(NC(=O)OC4CCCC4)cc32)c(OC)c1. RXN SMILES: [CH3:34][N:35]1[CH2:36][CH2:37][O:38][CH2:39][CH2:40]1.[Cl:1][C:2](=[O:3])[O:4][CH:5]1[CH2:6][CH2:7][CH2:8][CH2:9]1.[Cl:41][CH2:42][Cl:43].[NH2:10][c:11]1[cH:12][cH:13][c:14]2[c:15]([cH:33]1)[N:16]([CH2:20][c:21]1[c:22]([O:31][CH3:32])[cH:23][c:24]([C:25](=[O:26])[O:27][CH3:28])[cH:29][cH:30]1)[CH2:17][CH2:18][O:19]2>>[C:2](=[O:3])([O:4][CH:5]1[CH2:6][CH2:7][CH2:8][CH2:9]1)[NH:10][c:11]1[cH:12][cH:13][c:14]2[c:15]([cH:33]1)[N:16]([CH2:20][c:21]1[c:22]([O:31][CH3:32])[cH:23][c:24]([C:25](=[O:26])[O:27][CH3:28])[cH:29][cH:30]1)[CH2:17][CH2:18][O:19]2. The reactants are C(C1=CC=CC=C1)OC=1C=C(C=CC1)C(C(CCC(=O)OC)C1=C(C=NC=C1)C)=O (methyl (RS)-5-(3-benzyloxy-phenyl)-4-(3-methylpyrid-4-yl)-5-oxopentanoate), O1CCOCC1 (dioxan), Cl (hydrochloric acid). RXN SMILES: [CH2:1]([O:8][C:9]1[CH:10]=[C:11]([C:15](=[O:30])[CH:16]([C:23]2[CH:28]=[CH:27][N:26]=[CH:25][C:24]=2[CH3:29])[CH2:17][CH2:18][C:19]([O:21]C)=[O:20])[CH:12]=[CH:13][CH:14]=1)[C:2]1[CH:7]=[CH:6][CH:5]=[CH:4][CH:3]=1.O1CCOCC1.Cl>O>[CH2:1]([O:8][C:9]1[CH:10]=[C:11]([C:15](=[O:30])[CH:16]([C:23]2[CH:28]=[CH:27][N:26]=[CH:25][C:24]=2[CH3:29])[CH2:17][CH2:18][C:19]([OH:21])=[O:20])[CH:12]=[CH:13][CH:14]=1)[C:2]1[CH:7]=[CH:6][CH:5]=[CH:4][CH:3]=1. The yield is 49.6%. Run in O (water). Conditions: temperature 60 celsius, time 1 hour. Yields the product C(C1=CC=CC=C1)OC=1C=C(C=CC1)C(C(CCC(=O)O)C1=C(C=NC=C1)C)=O ((RS)-5-(3-benzyloxyphenyl)-4-(3-methylpyrid-4-yl)-5-oxopentanoic acid). Reported procedure: A mixture of methyl (RS)-5-(3-benzyloxy-phenyl)-4-(3-methylpyrid-4-yl)-5-oxopentanoate (3.26 g), dioxan (50 mL), water (9 mL) and concentrated hydrochloric acid (6 mL) is stirred at 60° C. for 1 hour and then evaporated to dryness under reduced pressure. The residue is treated with saturated aqueous sodium bicarbonate solution to give a solution of pH 7 and extracted with ethyl acetate. Evaporation, followed by crystallisation from a mixture of ethyl acetate and pentane affords (RS)-5-(3-benzylo...